This data is from the Open Reaction Database (ORD), a public repository of structured organic reaction records. The task is: describe an organic reaction: reactants, conditions, products, and yield Starting materials: O=C([O-])[O-], CN1CCN(Cc2ccc(NC(=O)c3cncc4cc(Oc5cc(Cl)ncn5)ccc34)cc2C(F)(F)F)CC1, CC(N)=O, [Cs+], [Cs+], [Na+], O=C([O-])O, O=C(C=Cc1ccccc1)C=Cc1ccccc1, C1COCCO1, O=C(C=Cc1ccccc1)C=Cc1ccccc1, O=C(C=Cc1ccccc1)C=Cc1ccccc1, O, [Pd], [Pd]. Yields the product CC(=O)Nc1cc(Oc2ccc3c(C(=O)Nc4ccc(CN5CCN(C)CC5)c(C(F)(F)F)c4)cncc3c2)ncn1. As a reaction SMILES: [C:44](=[O:45])([O-:46])[O-:47].[CH3:1][N:2]1[CH2:3][CH2:4][N:5]([CH2:8][c:9]2[c:10]([C:36]([F:37])([F:38])[F:39])[cH:11][c:12]([NH:15][C:16](=[O:17])[c:18]3[cH:19][n:20][cH:21][c:22]4[cH:23][c:24]([O:28][c:29]5[n:30][cH:31][n:32][c:33]([Cl:35])[cH:34]5)[cH:25][cH:26][c:27]34)[cH:13][cH:14]2)[CH2:6][CH2:7]1.[CH3:40][C:41]([NH2:42])=[O:43].[Cs+:48].[Cs+:49].[Na+:54].[O-:50][C:51]([OH:52])=[O:53].[O:100]=[C:101]([CH:102]=[CH:103][c:104]1[cH:105][cH:106][cH:107][cH:108][cH:109]1)[CH:110]=[CH:111][c:112]1[cH:113][cH:114][cH:115][cH:116][cH:117]1.[O:55]1[CH2:56][CH2:57][O:58][CH2:59][CH2:60]1.[O:64]=[C:65]([CH:66]=[CH:67][c:68]1[cH:69][cH:70][cH:71][cH:72][cH:73]1)[CH:74]=[CH:75][c:76]1[cH:77][cH:78][cH:79][cH:80][cH:81]1.[O:82]=[C:83]([CH:84]=[CH:85][c:86]1[cH:87][cH:88][cH:89][cH:90][cH:91]1)[CH:92]=[CH:93][c:94]1[cH:95][cH:96][cH:97][cH:98][cH:99]1.[OH2:61].[Pd:62].[Pd:63]>>[CH3:1][N:2]1[CH2:3][CH2:4][N:5]([CH2:8][c:9]2[c:10]([C:36]([F:37])([F:38])[F:39])[cH:11][c:12]([NH:15][C:16](=[O:17])[c:18]3[cH:19][n:20][cH:21][c:22]4[cH:23][c:24]([O:28][c:29]5[n:30][cH:31][n:32][c:33]([NH:42][C:41]([CH3:40])=[O:43])[cH:34]5)[cH:25][cH:26][c:27]34)[cH:13][cH:14]2)[CH2:6][CH2:7]1. Reactants: ClC1=C(C(=O)NCCC(=O)O)C=C(C(=C1)OC1=C(C=NC=C1)C(=O)N1CCN(C2=CC=CC=C12)C1CC1)Cl (3-{2,5-Dichloro-4-[3-(4-cyclopropyl-3,4-dihydro-2H-quinoxaline-1-carbonyl)-pyridin-4-yloxy]-benzoylamino}-propionic acid), NCCC(=O)N (3-amino-propionamide), brown foam. Product: C(N)(=O)CCNC(C1=C(C=C(C(=C1)Cl)OC1=C(C=NC=C1)C(=O)N1CCN(C2=CC=CC=C12)C1CC1)Cl)=O (N-(2-Carbamoyl-ethyl)-2,5-dichloro-4-[3-(4-cyclopropyl-3,4-dihydro-2H-quinoxaline-1-carbonyl)-pyridin-4-yloxy]-benzamide). As a reaction SMILES: [Cl:1][C:2]1[CH:15]=[C:14]([O:16][C:17]2[CH:22]=[CH:21][N:20]=[CH:19][C:18]=2[C:23]([N:25]2[C:34]3[C:29](=[CH:30][CH:31]=[CH:32][CH:33]=3)[N:28]([CH:35]3[CH2:37][CH2:36]3)[CH2:27][CH2:26]2)=[O:24])[C:13]([Cl:38])=[CH:12][C:3]=1[C:4]([NH:6][CH2:7][CH2:8][C:9](O)=[O:10])=[O:5].[NH2:39]CCC(N)=O>>[C:9]([CH2:8][CH2:7][NH:6][C:4](=[O:5])[C:3]1[CH:12]=[C:13]([Cl:38])[C:14]([O:16][C:17]2[CH:22]=[CH:21][N:20]=[CH:19][C:18]=2[C:23]([N:25]2[C:34]3[C:29](=[CH:30][CH:31]=[CH:32][CH:33]=3)[N:28]([CH:35]3[CH2:36][CH2:37]3)[CH2:27][CH2:26]2)=[O:24])=[CH:15][C:2]=1[Cl:1])(=[O:10])[NH2:39]. Procedure: The title compound was prepared in analogy to Example 52, from 3-{2,5-dichloro-4-[3-(4-cyclopropyl-3,4-dihydro-2H-quinoxaline-1-carbonyl)-pyridin-4-yloxy]-benzoylamino}-propionic acid (Example 34) and 3-amino-propionamide (commercially available, CAS RN 4726-85-6). Light brown foam (74%). MS (ESI): m/z=554.136 [M+H]+. Starting materials: CC(C)(C)OC(=O)CCN, CCc1cc(-c2noc(-c3cc(C)c(CC(C)C)cn3)n2)cc(C)c1CCC(=O)O, Cl. Yields the product CCc1cc(-c2noc(-c3cc(C)c(CC(C)C)cn3)n2)cc(C)c1CCC(=O)NCCC(=O)OC(C)(C)C. As a reaction SMILES: [C:2]([CH3:3])([CH3:4])([CH3:5])[O:6][C:7]([CH2:8][CH2:9][NH2:10])=[O:11].[CH2:12]([CH3:13])[c:14]1[c:15]([CH2:37][CH2:38][C:39](=[O:40])[OH:41])[c:16]([CH3:36])[cH:17][c:18](-[c:20]2[n:21][o:22][c:23](-[c:25]3[n:26][cH:27][c:28]([CH2:32][CH:33]([CH3:34])[CH3:35])[c:29]([CH3:31])[cH:30]3)[n:24]2)[cH:19]1.[ClH:1]>>[C:2]([CH3:3])([CH3:4])([CH3:5])[O:6][C:7]([CH2:8][CH2:9][NH:10][C:39]([CH2:38][CH2:37][c:15]1[c:14]([CH2:12][CH3:13])[cH:19][c:18](-[c:20]2[n:21][o:22][c:23](-[c:25]3[n:26][cH:27][c:28]([CH2:32][CH:33]([CH3:34])[CH3:35])[c:29]([CH3:31])[cH:30]3)[n:24]2)[cH:17][c:16]1[CH3:36])=[O:40])=[O:11]. Reactants: FC1=C(C=C(C=C1)F)C(=O)N(CCC)CC1=NC2=C(N1CCC)C=CC(=C2)CCl ((2,5-difluorophenyl)-N-{[5-(chloromethyl)-1-propylbenzimidazol-2-yl]methyl}-N-propylcarboxamide), solution, N1CCOCC1 (morpholine). Run in CN1C(CCC1)=O (1-methyl-2-pyrrolidinone), C1(=CC=CC=C1)C (toluene), C(C)(=O)OCC (ethyl acetate). The product is FC1=C(C=C(C=C1)F)C(=O)N(CCC)CC1=NC2=C(N1CCC)C=CC(=C2)CN2CCOCC2 ((2,5-difluorophenyl)-N-{[5-(morpholin-4-ylmethyl)-1-propylbenzimidazol-2-yl]methyl}-N-propylcarboxamide). Isolated yield 70.0%. Reaction SMILES: [F:1][C:2]1[CH:7]=[CH:6][C:5]([F:8])=[CH:4][C:3]=1[C:9]([N:11]([CH2:15][C:16]1[N:20]([CH2:21][CH2:22][CH3:23])[C:19]2[CH:24]=[CH:25][C:26]([CH2:28]Cl)=[CH:27][C:18]=2[N:17]=1)[CH2:12][CH2:13][CH3:14])=[O:10].[NH:30]1[CH2:35][CH2:34][O:33][CH2:32][CH2:31]1>CN1CCCC1=O.C1(C)C=CC=CC=1.C(OCC)(=O)C>[F:1][C:2]1[CH:7]=[CH:6][C:5]([F:8])=[CH:4][C:3]=1[C:9]([N:11]([CH2:15][C:16]1[N:20]([CH2:21][CH2:22][CH3:23])[C:19]2[CH:24]=[CH:25][C:26]([CH2:28][N:30]3[CH2:35][CH2:34][O:33][CH2:32][CH2:31]3)=[CH:27][C:18]=2[N:17]=1)[CH2:12][CH2:13][CH3:14])=[O:10]. Reported procedure: A solution of 0.2 mL of 0.2M (2,5-difluorophenyl)-N-{[5-(chloromethyl)-1-propylbenzimidazol-2-yl]methyl}-N-propylcarboxamide in 1-methyl-2-pyrrolidinone is treated at room temperature for 16 hr with 0.3 mL of 0.2M solution of morpholine in toluene. The resulting mixture is diluted with 2 mL of ethyl acetate and washed 2×2 mL of water 1×2 mL brine. The ethyl acetate layer is dried over anhydrous Na2SO4 and concentrated in vacuo to afford 70% of (2,5-difluorophenyl)-N-{[5-(morpholin-4-ylmethyl)-1-... The reactants are N1C=C(C2=CC=CC=C12)C[C@@H](COC1=CC(=CC=C1)[N+](=O)[O-])NC(OC(C)(C)C)=O (tert-butyl (1S)-2-(1H-indol-3-yl)-1-[(3-nitrophenoxy)methyl]ethylcarbamate), C(=O)[O-].[NH4+] (ammonium formate). Reagents/catalysts: [Pd] (Pd/C). Solvent: CO (methanol). The product is NC=1C=C(OC[C@H](CC2=CNC3=CC=CC=C23)NC(OC(C)(C)C)=O)C=CC1 (tert-butyl (1S)-2-(3-aminophenoxy)-1-(1H-indol-3-ylmethyl)ethylcarbamate). Isolated yield 87.4%. As a reaction SMILES: [NH:1]1[C:9]2[C:4](=[CH:5][CH:6]=[CH:7][CH:8]=2)[C:3]([CH2:10][C@H:11]([NH:23][C:24](=[O:30])[O:25][C:26]([CH3:29])([CH3:28])[CH3:27])[CH2:12][O:13][C:14]2[CH:19]=[CH:18][CH:17]=[C:16]([N+:20]([O-])=O)[CH:15]=2)=[CH:2]1.C([O-])=O.[NH4+]>CO.[Pd]>[NH2:20][C:16]1[CH:15]=[C:14]([CH:19]=[CH:18][CH:17]=1)[O:13][CH2:12][C@@H:11]([NH:23][C:24](=[O:30])[O:25][C:26]([CH3:29])([CH3:27])[CH3:28])[CH2:10][C:3]1[C:4]2[C:9](=[CH:8][CH:7]=[CH:6][CH:5]=2)[NH:1][CH:2]=1 |f:1.2|. Procedure: A solution of Example 20A (247 mg, 0.600 mmol), ammonium formate (400 mg, 6.34 mmol) and 10% Pd/C (25 mg) in methanol (10 mL) was heated to reflux for 30 minutes, cooled to room temperature, filtered through diatomaceous earth (Celite®), and concentrated. The concentrate was purified by flash column chromatography on silica gel with ethyl acetate/hexanes (1:1) to provide the desired product (200 mg, 87%). MS (DCI/NH3) m/e 382 (M+H)+. Reactants: S1C=C(C=C1)C=O (thiophene 3-carboxaldehyde), C1CCOC1 (THF), C1CCOC1 (THF), CC(C)([O-])C.[K+] (potassium t-butoxide), C1CCOC1 (THF), ice. Reaction conditions: time 45 minute. Yields the product S1C=C(C=C1)C=CC(=O)OC (Methyl 3-(3-Thienyl)acrylate). Reaction SMILES: C[C:2]([CH3:5])([O-:4])C.[K+].[S:7]1[CH:11]=[CH:10][C:9]([CH:12]=O)=[CH:8]1.C1C[O:17][CH2:16]C1>>[S:7]1[CH:11]=[CH:10][C:9]([CH:12]=[CH:5][C:2]([O:17][CH3:16])=[O:4])=[CH:8]1 |f:0.1|. Procedure: A suspension of potassium t-butoxide (61.5 g, 0.55 mol) in THF (800 mL) was cooled in an ice bath and trimethylphospbonoacetate (98 mL, 0.60 mol) in THF (100 mL) was slowly added. After 45 min, thiophene 3-carboxaldehyde (50 mL, 0.55 mol) in THF (100 mL) was slowly added while stirred in the ice bath. The mi,suture was allowed to warm to rt and stirred for 16 h. The reaction was quenched with 5% sulfuric acid (300 mL) and extracted twice with ether. The organic layers were each washed with brine... The reactants are COC(=O)c1cc(C#C[Si](C)(C)C)ccc1O, [F-], [K+], CN(C)C=O, O, O. Product: C#Cc1ccc(O)c(C(=O)OC)c1. Reaction SMILES: [CH3:1][Si:2]([CH3:3])([CH3:4])[C:5]#[C:6][c:7]1[cH:8][cH:9][c:10]([OH:17])[c:11]([C:12](=[O:13])[O:14][CH3:15])[cH:16]1.[F-:20].[K+:21].[O:22]=[CH:23][N:24]([CH3:25])[CH3:26].[OH2:18].[OH2:19]>>[CH:5]#[C:6][c:7]1[cH:8][cH:9][c:10]([OH:17])[c:11]([C:12](=[O:13])[O:14][CH3:15])[cH:16]1. Reactants: CN(C)CCCNc1ccccc1[N+](=O)[O-], NN, [Pd]. Product: CN(C)CCCNc1ccccc1N. Reaction SMILES: [CH3:1][N:2]([CH2:3][CH2:4][CH2:5][NH:6][c:7]1[c:8]([N+:13]([O-:14])=[O:15])[cH:9][cH:10][cH:11][cH:12]1)[CH3:16].[NH2:18][NH2:19].[Pd:17]>>[CH3:1][N:2]([CH2:3][CH2:4][CH2:5][NH:6][c:7]1[c:8]([NH2:13])[cH:9][cH:10][cH:11][cH:12]1)[CH3:16]. Starting materials: C(C)(C)(C)OC(=O)\C(\CC(C(=O)O)C)=C/C(=C/C(CC(CC(CC(CC)C)C)C)C)/C ((4Z,6E)-4-(tert-Butoxycarbonyl)-2,6,8,10,12,14-hexamethylhexadec-4,6-dienoic Acid), OCC(=O)OC(C)(C)C (tert-butyl 2-hydroxyacetate), CCN=C=NCCCN(C)C.Cl (EDC.HCl). Reagents/catalysts: CN(C)C=1C=CN=CC1 (DMAP). Solvent: ClCCl (dichloromethane). Conditions: time 4 day. The product is CC(C(=O)OCC(=O)OC(C)(C)C)C/C(/C(=O)OC(C)(C)C)=C/C(=C/C(CC(CC(CC(CC)C)C)C)C)/C (1-(2-tert-butoxy-2-oxoethyl) 5-tert-butyl (Z)-2-methyl-4-{(E)-2,4,6,8,10-pentamethyldodec-2-enylidene}pentanedioate). The yield is 72.1%. Reaction SMILES: [C:1]([O:5][C:6](/[C:8](=[CH:15]\[C:16](\[CH3:31])=[CH:17]\[CH:18]([CH3:30])[CH2:19][CH:20]([CH3:29])[CH2:21][CH:22]([CH3:28])[CH2:23][CH:24]([CH3:27])[CH2:25][CH3:26])/[CH2:9][CH:10]([CH3:14])[C:11]([OH:13])=[O:12])=[O:7])([CH3:4])([CH3:3])[CH3:2].O[CH2:33][C:34]([O:36][C:37]([CH3:40])([CH3:39])[CH3:38])=[O:35].CCN=C=NCCCN(C)C.Cl>CN(C1C=CN=CC=1)C.ClCCl>[CH3:14][CH:10]([CH2:9]/[C:8](=[CH:15]/[C:16](/[CH3:31])=[CH:17]/[CH:18]([CH3:30])[CH2:19][CH:20]([CH3:29])[CH2:21][CH:22]([CH3:28])[CH2:23][CH:24]([CH3:27])[CH2:25][CH3:26])/[C:6]([O:5][C:1]([CH3:4])([CH3:3])[CH3:2])=[O:7])[C:11]([O:13][CH2:33][C:34]([O:36][C:37]([CH3:40])([CH3:39])[CH3:38])=[O:35])=[O:12] |f:2.3|. Reported procedure: (Step 1) To Compound 8 (16 mg, 0.037 mmol), dichloromethane (1.8 mL), tert-butyl 2-hydroxyacetate (5.8 mg, 0.044 mmol), EDC.HCl (10.5 mg, 0.055 mmol), and DMAP (0.4 mg, 0.0037 mmol) were added, and the resulting mixture was stirred at room temperature for 4 days. The solvent was evaporated under reduced pressure, and the resulting residue was purified by thin-layer column chromatography (ethyl acetate/n-hexane=1/9), whereby 1-(2-tert-butoxy-2-oxoethyl) 5-tert-butyl (Z)-2-methyl-4-{(E)-2,4,6,8,10... Reactants: CC(=O)O[BH-](OC(C)=O)OC(C)=O, CCS(=O)(=O)N1CCC(c2c[nH]c3c(C(N)=O)cc(-c4csc(C=O)c4)cc23)CC1, CCCC1CCCN1, CS(C)=O, [Na+]. Product: CCCC1CCCN1Cc1cc(-c2cc(C(N)=O)c3[nH]cc(C4CCN(S(=O)(=O)CC)CC4)c3c2)cs1. Reaction SMILES: [C:39]([O:40][BH-:41]([O:42][C:43](=[O:44])[CH3:45])[O:46][C:47](=[O:48])[CH3:49])(=[O:50])[CH3:51].[CH2:1]([CH3:2])[S:3](=[O:4])(=[O:5])[N:6]1[CH2:7][CH2:8][CH:9]([c:12]2[cH:13][nH:14][c:15]3[c:16]([C:28](=[O:29])[NH2:30])[cH:17][c:18](-[c:21]4[cH:22][s:23][c:24]([CH:26]=[O:27])[cH:25]4)[cH:19][c:20]23)[CH2:10][CH2:11]1.[CH2:31]([CH2:32][CH3:33])[CH:34]1[NH:35][CH2:36][CH2:37][CH2:38]1.[CH3:53][S:54]([CH3:55])=[O:56].[Na+:52]>>[CH2:1]([CH3:2])[S:3](=[O:4])(=[O:5])[N:6]1[CH2:7][CH2:8][CH:9]([c:12]2[cH:13][nH:14][c:15]3[c:16]([C:28](=[O:29])[NH2:30])[cH:17][c:18](-[c:21]4[cH:22][s:23][c:24]([CH2:26][N:35]5[CH:34]([CH2:31][CH2:32][CH3:33])[CH2:38][CH2:37][CH2:36]5)[cH:25]4)[cH:19][c:20]23)[CH2:10][CH2:11]1.